This data is from the Open Reaction Database (ORD), a public repository of structured organic reaction records. The task is: describe an organic reaction: reactants, conditions, products, and yield Starting materials: CCCCCCc1ccc(C#C[Si](C)(C)C)s1, [F-], [K+]. The product is C#Cc1ccc(CCCCCC)s1. Reaction SMILES: [CH2:1]([CH2:2][CH2:3][CH2:4][CH2:5][CH3:6])[c:7]1[cH:8][cH:9][c:10]([C:12]#[C:13][Si:14]([CH3:15])([CH3:16])[CH3:17])[s:11]1.[F-:18].[K+:19]>>[CH2:1]([CH2:2][CH2:3][CH2:4][CH2:5][CH3:6])[c:7]1[cH:8][cH:9][c:10]([C:12]#[CH:13])[s:11]1.